Dataset: the Open Reaction Database (ORD), a public repository of structured organic reaction records. Task: describe an organic reaction: reactants, conditions, products, and yield Starting materials: C([O-])([O-])=O.[K+].[K+] (potassium carbonate), resultant mixture, CC1=[N+](C=C(C(=C1C)[N+](=O)[O-])C)[O-] (2,3,5-trimethyl-4-nitropyridine1-oxide), Cl (hydrochloric acid). Solvent: CN(C=O)C (N,N-dimethylformamide), C(C)(C)OC(C)C (diisopropyl ether), CCCCCC (n-hexane), O (water), O (water). Conditions: temperature 70 celsius. Yields the product ClC1=C(C(=[N+](C=C1C)[O-])C)C (4-chloro-2,3,5-trimethylpyridine1-oxide). Yield: 83.1%. RXN SMILES: [CH3:1][C:2]1[C:7]([CH3:8])=[C:6]([N+]([O-])=O)[C:5]([CH3:12])=[CH:4][N+:3]=1[O-:13].[ClH:14].C(=O)([O-])[O-].[K+].[K+]>C(OC(C)C)(C)C.CCCCCC.O.CN(C)C=O>[Cl:14][C:6]1[C:5]([CH3:12])=[CH:4][N+:3]([O-:13])=[C:2]([CH3:1])[C:7]=1[CH3:8] |f:2.3.4|. Procedure details: To 2,3,5-trimethyl-4-nitropyridine1-oxide (850 g, 4.67 mol), water (400 g) and 36% concentrated hydrochloric acid (1.69 kg) was added and the mixture was heated to 70° C. To the mixture, N,N-dimethylformamide (115 mL) was added and then the resultant mixture was heated to 100° C. After completion of the reaction, the reaction mixture was cooled to 20° C. and poured into a mixture of potassium carbonate (1.40 kg) and water (7 L). The mixture was extracted with chloroform (1.0 L×3), the organic la... Starting materials: mixture, C(CCCCCCCCCCCCCCC)N=C=O (hexadecylisocyanate), C(CCCCCCCCCCCCCCCCC)N=C=O (octadecylisocyanate), C(C)(C)C1OCCN1CCO (2-(2-isopropyl-1,3-oxazolidin-3-yl)-ethanol), Sn(II), [N-]=C=O (isocyanate). Conditions: time 5 hour. Yields the product C(C)(C)C1OCCN1N(CCCCCCCCCCCCCCCCCC)C(=O)OCC (N-(2-Isopropyl-1,3-oxazolidin-3-yl)-ethoxycarbonyl stearylamine). As a reaction SMILES: C(N=[C:18]=[O:19])CCCCCCCCCCCCCCC.[CH2:20]([N:38]=[C:39]=[O:40])[CH2:21][CH2:22][CH2:23][CH2:24][CH2:25][CH2:26][CH2:27][CH2:28][CH2:29][CH2:30][CH2:31][CH2:32][CH2:33][CH2:34][CH2:35][CH2:36][CH3:37].[CH:41]([CH:44]1[N:48](CCO)[CH2:47][CH2:46][O:45]1)([CH3:43])[CH3:42].[N-]=[C:53]=O>>[CH:41]([CH:44]1[N:48]([N:38]([C:39]([O:19][CH2:18][CH3:53])=[O:40])[CH2:20][CH2:21][CH2:22][CH2:23][CH2:24][CH2:25][CH2:26][CH2:27][CH2:28][CH2:29][CH2:30][CH2:31][CH2:32][CH2:33][CH2:34][CH2:35][CH2:36][CH3:37])[CH2:47][CH2:46][O:45]1)([CH3:43])[CH3:42]. Procedure: 295 g of a mixture of hexadecylisocyanate and octadecylisocyanate (commercial stearylisocyanate, 14.8% NCO) are slowly added to 159 g (1 mol) of 2-(2-isopropyl-1,3-oxazolidin-3-yl)-ethanol and 0.1 g of Sn(II) octoate at room temperature with stirring. Stirring is continued for 5 hours at about 50° C after all the isocyanate has been added. The product solidifies after some time to a waxy mass which melts to a clear liquid at temperatures of from 65° to 70° C. Starting materials: Cc1ccc(C)c(N)c1, ClCCl, O=[N+]([O-])c1ccccc1S(=O)(=O)Cl, c1ccncc1. RXN SMILES: [CH3:1][c:2]1[c:3]([NH2:4])[cH:5][c:6]([CH3:9])[cH:7][cH:8]1.[Cl:29][CH2:30][Cl:31].[N+:10](=[O:11])([O-:12])[c:13]1[c:14]([S:19](=[O:20])(=[O:21])[Cl:22])[cH:15][cH:16][cH:17][cH:18]1.[cH:23]1[cH:24][cH:25][n:26][cH:27][cH:28]1>>[CH3:1][c:2]1[c:3]([NH:4][S:19]([c:14]2[c:13]([N+:10](=[O:11])[O-:12])[cH:18][cH:17][cH:16][cH:15]2)(=[O:20])=[O:21])[cH:5][c:6]([CH3:9])[cH:7][cH:8]1. Yields the product Cc1ccc(C)c(NS(=O)(=O)c2ccccc2[N+](=O)[O-])c1. The reactants are COC1=CC=C(C=C1)C1=CC=C(C=C1)S(=O)(=O)NC1C(OC(C1)CSC1=NNC=N1)=O (3-[(4′-methoxy[1,1′-biphenyl]-4-yl)sulfonyl]amino-2-oxo-5-[(1H-1,2,4-triazol-3-ylthio)methyl]-tetrahydrofuran), O.[OH-].[Li+] (lithium hydroxide monohydrate). The solvent is O (water), C1CCOC1 (THF). Run at time 4 hour. Yields the product COC1=CC=C(C=C1)C1=CC=C(C=C1)S(=O)(=O)NC(C(=O)O)CC(CSC1=NNC=N1)O (2-[(4′-Methoxy[1,1′-biphenyl]-4-yl)sulfonyl]amino-4-hydroxy-5-[(1H-1,2,4-triazol-3-yl)thio]-pentanoic acid). RXN SMILES: [CH3:1][O:2][C:3]1[CH:8]=[CH:7][C:6]([C:9]2[CH:14]=[CH:13][C:12]([S:15]([NH:18][CH:19]3[CH2:23][CH:22]([CH2:24][S:25][C:26]4[N:30]=[CH:29][NH:28][N:27]=4)[O:21][C:20]3=[O:31])(=[O:17])=[O:16])=[CH:11][CH:10]=2)=[CH:5][CH:4]=1.[OH2:32].[OH-].[Li+]>O.C1COCC1>[CH3:1][O:2][C:3]1[CH:8]=[CH:7][C:6]([C:9]2[CH:10]=[CH:11][C:12]([S:15]([NH:18][CH:19]([CH2:23][CH:22]([OH:32])[CH2:24][S:25][C:26]3[N:30]=[CH:29][NH:28][N:27]=3)[C:20]([OH:21])=[O:31])(=[O:16])=[O:17])=[CH:13][CH:14]=2)=[CH:5][CH:4]=1 |f:1.2.3|. Procedure details: To a solution of 3-[(4′-methoxy[1,1′-biphenyl]-4-yl)sulfonyl]amino-2-oxo-5-[(1H-1,2,4-triazol-3-ylthio)methyl]-tetrahydrofuran 20a (0.34 g, 0.68 mmol) in water (5 mL) and THF (5 mL) is added slowly lithium hydroxide monohydrate (290 mg, 4.2 mmol). The reaction mixture is stirred for 4 h, then concentrated to dryness. Diluted with water, the mixture is extracted twice with Et2O. The Et2O layer is discarded and the aqueous layer is neutralized carefully with 1N HCl to pH 6, then extracted three ti... Reactants: CC(=O)O, O=C[O-], [NH4+], Cc1ccc(C=C(C(=O)O)c2ccc(Oc3ccc(C=C4SC(=O)NC4=O)cc3)cc2)cc1. Yields the product Cc1ccc(C=C(C(=O)O)c2ccc(Oc3ccc(CC4SC(=O)NC4=O)cc3)cc2)cc1. RXN SMILES: [CH3:38][C:39](=[O:40])[OH:41].[CH:34]([O-:35])=[O:36].[NH4+:37].[O:1]=[C:2]1[S:3][C:4](=[CH:8][c:9]2[cH:10][cH:11][c:12]([O:13][c:14]3[cH:15][cH:16][c:17]([C:20]([C:21](=[O:22])[OH:23])=[CH:24][c:25]4[cH:26][cH:27][c:28]([CH3:31])[cH:29][cH:30]4)[cH:18][cH:19]3)[cH:32][cH:33]2)[C:5](=[O:7])[NH:6]1>>[O:1]=[C:2]1[S:3][CH:4]([CH2:8][c:9]2[cH:10][cH:11][c:12]([O:13][c:14]3[cH:15][cH:16][c:17]([C:20]([C:21](=[O:22])[OH:23])=[CH:24][c:25]4[cH:26][cH:27][c:28]([CH3:31])[cH:29][cH:30]4)[cH:18][cH:19]3)[cH:32][cH:33]2)[C:5](=[O:7])[NH:6]1. The reactants are C2, N(=NC(=O)OC(C)(C)C)C(=O)OC(C)(C)C (di-tert-butyl azodicarboxylate), NC1=C(C=C(C=N1)C1=CC(=C(C=C1)O)OC)C=1OC=2C(=NC=CC2)N1 (4-(6-amino-5-(oxazolo[4,5-b]pyridin-2-yl)pyridin-3-yl)-2-methoxyphenol), O1CCN(CC1)CCO (2-morpholinoethanol), C1(=CC=CC=C1)P(C1=CC=CC=C1)C1=CC=CC=C1 (triphenylphosphine). Solvent: ClCCl (dichloromethane), ClCCl (dichloromethane). Reaction conditions: time 2 hour. Yields the product COC=1C=C(C=CC1OCCN1CCOCC1)C=1C=C(C(=NC1)N)C=1OC=2C(=NC=CC2)N1 (5-[3-methoxy-4-(2-morpholinoethoxy)phenyl]-3-oxazolo[4,5-b]pyridin-2-yl-pyridin-2-amine). As a reaction SMILES: N(C(OC(C)(C)C)=O)=NC(OC(C)(C)C)=O.[NH2:17][C:18]1[N:23]=[CH:22][C:21]([C:24]2[CH:29]=[CH:28][C:27]([OH:30])=[C:26]([O:31][CH3:32])[CH:25]=2)=[CH:20][C:19]=1[C:33]1[O:34][C:35]2[C:36]([N:41]=1)=[N:37][CH:38]=[CH:39][CH:40]=2.[O:42]1[CH2:47][CH2:46][N:45]([CH2:48][CH2:49]O)[CH2:44][CH2:43]1.C1(P(C2C=CC=CC=2)C2C=CC=CC=2)C=CC=CC=1>ClCCl>[CH3:32][O:31][C:26]1[CH:25]=[C:24]([C:21]2[CH:20]=[C:19]([C:33]3[O:34][C:35]4[C:36]([N:41]=3)=[N:37][CH:38]=[CH:39][CH:40]=4)[C:18]([NH2:17])=[N:23][CH:22]=2)[CH:29]=[CH:28][C:27]=1[O:30][CH2:49][CH2:48][N:45]1[CH2:46][CH2:47][O:42][CH2:43][CH2:44]1. Reported procedure: [C2] A solution of di-tert-butyl azodicarboxylate (241 mg) in dichloromethane (1 ml), was added dropwise to a stirred suspension of 4-(6-amino-5-(oxazolo[4,5-b]pyridin-2-yl)pyridin-3-yl)-2-methoxyphenol (130 mg), 2-morpholinoethanol (0.054 ml) and triphenylphosphine polymer bound (350 mg, 1.05 mmol) dissolved in dichloromethane (3 ml). The resulting suspension was stirred at room temperature for 2 hours. The mixture was filtered, washed with dichloromethane (1 ml) and methanol (1 ml). The solven... Starting materials: FC(C1=C(C(=C(C(=N1)C(F)(F)F)C(=O)OCC)CC)CO)F (ethyl 6-(difluoromethyl)4-ethyl-5-hydroxymethyl-2-(trifluoromethyl)3-pyridinecarboxylate), [Cr](=O)(=O)([O-])Cl.[NH+]1=CC=CC=C1 (pyridinium chlorochromate). The solvent is C(Cl)Cl (CH2Cl2). Conditions: time 18 hour. Product: FC(C1=C(C(=C(C(=N1)C(F)(F)F)C(=O)OCC)CC)C=O)F (ethyl 6-(difluoromethyl)4-ethyl-5-formyl-2-(trifluoromethyl)-3-pyridinecarboxylate). Isolated yield 83.3%. As a reaction SMILES: [F:1][CH:2]([F:22])[C:3]1[N:8]=[C:7]([C:9]([F:12])([F:11])[F:10])[C:6]([C:13]([O:15][CH2:16][CH3:17])=[O:14])=[C:5]([CH2:18][CH3:19])[C:4]=1[CH2:20][OH:21].[Cr](Cl)([O-])(=O)=O.[NH+]1C=CC=CC=1>C(Cl)Cl>[F:22][CH:2]([F:1])[C:3]1[N:8]=[C:7]([C:9]([F:12])([F:10])[F:11])[C:6]([C:13]([O:15][CH2:16][CH3:17])=[O:14])=[C:5]([CH2:18][CH3:19])[C:4]=1[CH:20]=[O:21] |f:1.2|. Procedure details: A mixture of 4.74 g (0.0145 mole) of the product of Example 96, 8.6 g (0.0336 mole) of pyridinium chlorochromate, and 70 ml of CH2Cl2 is held at room temperature for 18 hours. The CH2Cl2 solution is decanted and is chromatographed on silica gel using CH2Cl2 as eluent. The first 2 L eluate gives 3.93 g (83.4%) of the desired product as white solid, m.p. 63.5°-65° C. Starting materials: FC1(C[C@@H](CC1)[C@](C(=O)O)(C1=CC=CC=C1)O)F ((2R)-2-((1R)-3,3-difluorocyclopentyl)-2-hydroxy-2-phenylacetic acid), OC[C@H]1NC(NCC1)=S ((4S)-4-(hydroxymethyl)tetrahydropyrimidine-2(1H)-thione). Product: FC1(C[C@@H](CC1)[C@](C(=O)OC[C@H]1NC(NCC1)=S)(C1=CC=CC=C1)O)F (((4S)-2-thioxohexahydropyrimidin-4-yl)methyl (2R)-2-((1R)-3,3-difluorocyclopentyl)-2-hydroxy-2-phenylethanoate). As a reaction SMILES: [F:1][C:2]1([F:18])[CH2:6][CH2:5][C@@H:4]([C@@:7]([OH:17])([C:11]2[CH:16]=[CH:15][CH:14]=[CH:13][CH:12]=2)[C:8]([OH:10])=[O:9])[CH2:3]1.O[CH2:20][C@@H:21]1[CH2:26][CH2:25][NH:24][C:23](=[S:27])[NH:22]1>>[F:1][C:2]1([F:18])[CH2:6][CH2:5][C@@H:4]([C@@:7]([OH:17])([C:11]2[CH:12]=[CH:13][CH:14]=[CH:15][CH:16]=2)[C:8]([O:10][CH2:20][C@@H:21]2[CH2:26][CH2:25][NH:24][C:23](=[S:27])[NH:22]2)=[O:9])[CH2:3]1. Reported procedure: Using (2R)-2-((1R)-3,3-difluorocyclopentyl)-2-hydroxy-2-phenylacetic acid and (4S)-4-(hydroxymethyl)tetrahydropyrimidine-2(1H)-thione, the title compound was prepared by a method similar to Step 2 of Referential Example 12. Reactants: C(C)(=O)O[C@@H](CCCCN1C(N(C2=C(C1=O)C(C=C(N2)C)=O)C)=O)C ((R)-3-(5-acetoxyhexyl)-1,7-dimethylpyrido[2,3-d]pyrimidine-2,4,5(1H,3H,8H)-trione), Cl (hydrochloric acid), C([O-])(O)=O.[Na+] (sodium bicarbonate). Run in C(C)OCC (diethyl ether). Conditions: time 18 hour. The product is CN1C(N(C(C2=C1NC(=CC2=O)C)=O)CCCC[C@@H](C)O)=O ((R)-1,7-dimethyl-3-(5-hydroxyhexyl)pyrido[2,3-d]pyrimidine-2,4,5(1H,3H,8H)-trione). The yield is 92.1%. As a reaction SMILES: C([O:4][C@H:5]([CH3:25])[CH2:6][CH2:7][CH2:8][CH2:9][N:10]1[C:15](=[O:16])[C:14]2[C:17](=[O:22])[CH:18]=[C:19]([CH3:21])[NH:20][C:13]=2[N:12]([CH3:23])[C:11]1=[O:24])(=O)C.Cl.C(=O)(O)[O-].[Na+]>C(OCC)C>[CH3:23][N:12]1[C:13]2[NH:20][C:19]([CH3:21])=[CH:18][C:17](=[O:22])[C:14]=2[C:15](=[O:16])[N:10]([CH2:9][CH2:8][CH2:7][CH2:6][C@H:5]([OH:4])[CH3:25])[C:11]1=[O:24] |f:2.3|. Procedure details: A mixture of (R)-3-(5-acetoxyhexyl)-1,7-dimethylpyrido[2,3-d]pyrimidine-2,4,5(1H,3H,8H)-trione (100 mg, 0.286 mmol), diethyl ether (0.5 ml) and 3 M aqueous hydrochloric acid solution (5 ml) was stirred at room temperature for 18 hours. After treating with saturated aqueous sodium bicarbonate (20 ml), the mixture was extracted with diethyl ether (2×20 ml). The combined extracts were dried over sodium sulfate, and concentrated under vacuum to afford (R)-1,7-dimethyl-3-(5-hydroxyhexyl)pyrido[2,3-d]...